From a dataset of the Open Reaction Database (ORD), a public repository of structured organic reaction records. describe an organic reaction: reactants, conditions, products, and yield The reactants are Fc1ccc2nc(Nc3ccc(Br)cc3F)sc2c1, COC(=O)c1ccc(Br)cc1C, [K+], [Na+], CC(=O)[O-], O=C([O-])O, CC(=O)[O-], CC(=O)[O-], CN(C)C=O, O, [Pd+2], c1ccc(P(c2ccccc2)(c2ccccc2)[Pd](P(c2ccccc2)(c2ccccc2)c2ccccc2)(P(c2ccccc2)(c2ccccc2)c2ccccc2)P(c2ccccc2)(c2ccccc2)c2ccccc2)cc1. Yields the product COC(=O)c1ccc(-c2ccc(Nc3nc4ccc(F)cc4s3)c(F)c2)cc1C. Reaction SMILES: [Br:18][c:19]1[cH:20][c:21]([F:36])[c:22]([NH:25][c:26]2[s:27][c:28]3[c:29]([n:30]2)[cH:31][cH:32][c:33]([F:35])[cH:34]3)[cH:23][cH:24]1.[Br:1][c:2]1[cH:3][c:4]([CH3:12])[c:5]([C:6](=[O:7])[O:8][CH3:9])[cH:10][cH:11]1.[K+:17].[Na+:41].[O-:13][C:14]([CH3:15])=[O:16].[O-:37][C:38]([OH:39])=[O:40].[O-:48][C:49]([CH3:50])=[O:51].[O-:52][C:53]([CH3:54])=[O:55].[O:42]=[CH:43][N:44]([CH3:45])[CH3:46].[OH2:133].[Pd+2:47].[cH:56]1[cH:57][cH:58][c:59]([P:60]([Pd:61]([P:62]([c:63]2[cH:64][cH:65][cH:66][cH:67][cH:68]2)([c:69]2[cH:70][cH:71][cH:72][cH:73][cH:74]2)[c:75]2[cH:76][cH:77][cH:78][cH:79][cH:80]2)([P:81]([c:82]2[cH:83][cH:84][cH:85][cH:86][cH:87]2)([c:88]2[cH:89][cH:90][cH:91][cH:92][cH:93]2)[c:94]2[cH:95][cH:96][cH:97][cH:98][cH:99]2)[P:100]([c:101]2[cH:102][cH:103][cH:104][cH:105][cH:106]2)([c:107]2[cH:108][cH:109][cH:110][cH:111][cH:112]2)[c:113]2[cH:114][cH:115][cH:116][cH:117][cH:118]2)([c:119]2[cH:120][cH:121][cH:122][cH:123][cH:124]2)[c:125]2[cH:126][cH:127][cH:128][cH:129][cH:130]2)[cH:131][cH:132]1>>[c:2]1(-[c:19]2[cH:20][c:21]([F:36])[c:22]([NH:25][c:26]3[s:27][c:28]4[c:29]([n:30]3)[cH:31][cH:32][c:33]([F:35])[cH:34]4)[cH:23][cH:24]2)[cH:3][c:4]([CH3:12])[c:5]([C:6](=[O:7])[O:8][CH3:9])[cH:10][cH:11]1. Yield: 55.9%. Procedure: A mixture of 0.0562 g (0.17 mmole) 2-chloro-9-cyclohexyl-7,7-difluoro-5-methyl-5,7,8,9-tetrahydro-pyrimido[4,5-b][1,4]diazepin-6-one (VII-246), 0.0485 g (0.255 mmole) of toluenesulfonic acid monohydrate, 0.0397 g (0.17 mmole) of 4-amino-N-(1-methyl-piperidin-4-yl)-benzamide and 1 mL of isopropanol was heated in a sealed vessel at 140 degrees for 15 hours, cooled and concentrated under reduced pressure. The residue taken up in ethyl acetate and washed successively with 50 mL of saturated aqueous ... Product: C1(CCCCC1)N1C2=C(N(C(C(C1)(F)F)=O)C)C=NC(=N2)NC2=CC=C(C(=O)NC1CCN(CC1)C)C=C2 (4-(9-cyclohexyl-7,7-difluoro-5-methyl-6-oxo-6,7,8,9-tetrahydro-5H-pyrimido[4,5-b][1,4]diazepin-2-ylamino)-N-(1-methyl-piperidin-4-yl)-benzamide). RXN SMILES: Cl[C:2]1[N:3]=[CH:4][C:5]2[N:11]([CH3:12])[C:10](=[O:13])[C:9]([F:15])([F:14])[CH2:8][N:7]([CH:16]3[CH2:21][CH2:20][CH2:19][CH2:18][CH2:17]3)[C:6]=2[N:22]=1.O.C1(C)C(S(O)(=O)=O)=CC=CC=1.[NH2:35][C:36]1[CH:51]=[CH:50][C:39]([C:40]([NH:42][CH:43]2[CH2:48][CH2:47][N:46]([CH3:49])[CH2:45][CH2:44]2)=[O:41])=[CH:38][CH:37]=1>C(O)(C)C>[CH:16]1([N:7]2[CH2:8][C:9]([F:15])([F:14])[C:10](=[O:13])[N:11]([CH3:12])[C:5]3[CH:4]=[N:3][C:2]([NH:35][C:36]4[CH:37]=[CH:38][C:39]([C:40]([NH:42][CH:43]5[CH2:48][CH2:47][N:46]([CH3:49])[CH2:45][CH2:44]5)=[O:41])=[CH:50][CH:51]=4)=[N:22][C:6]2=3)[CH2:21][CH2:20][CH2:19][CH2:18][CH2:17]1 |f:1.2|. The solvent is C(C)(C)O (isopropanol). Starting materials: ClC=1N=CC2=C(N(CC(C(N2C)=O)(F)F)C2CCCCC2)N1 (2-chloro-9-cyclohexyl-7,7-difluoro-5-methyl-5,7,8,9-tetrahydro-pyrimido[4,5-b][1,4]diazepin-6-one), O.C=1(C(=CC=CC1)S(=O)(=O)O)C (toluenesulfonic acid monohydrate), NC1=CC=C(C(=O)NC2CCN(CC2)C)C=C1 (4-amino-N-(1-methyl-piperidin-4-yl)-benzamide). Starting materials: CC(=O)Oc1cccc(CBr)c1, O=C([O-])[O-], CN(C)C=O, CC(C)c1[nH]nc(OC2OC(CO)C(O)C(O)C2O)c1Cc1ccccc1O, [K+], [K+], O. Yields the product CC(=O)Oc1cccc(COc2ccccc2Cc2c(OC3OC(CO)C(O)C(O)C3O)n[nH]c2C(C)C)c1. RXN SMILES: [C:29]([CH3:30])(=[O:31])[O:32][c:33]1[cH:34][c:35]([CH2:39][Br:40])[cH:36][cH:37][cH:38]1.[C:41](=[O:42])([O-:43])[O-:44].[CH3:48][N:49]([CH3:50])[CH:51]=[O:52].[CH:1]1([O:12][c:13]2[n:14][nH:15][c:16]([CH:26]([CH3:27])[CH3:28])[c:17]2[CH2:18][c:19]2[c:20]([OH:25])[cH:21][cH:22][cH:23][cH:24]2)[CH:2]([OH:3])[CH:4]([OH:5])[CH:6]([OH:7])[CH:8]([CH2:10][OH:11])[O:9]1.[K+:45].[K+:46].[OH2:47]>>[CH:1]1([O:12][c:13]2[n:14][nH:15][c:16]([CH:26]([CH3:27])[CH3:28])[c:17]2[CH2:18][c:19]2[c:20]([O:25][CH2:39][c:35]3[cH:34][c:33]([O:32][C:29]([CH3:30])=[O:31])[cH:38][cH:37][cH:36]3)[cH:21][cH:22][cH:23][cH:24]2)[CH:2]([OH:3])[CH:4]([OH:5])[CH:6]([OH:7])[CH:8]([CH2:10][OH:11])[O:9]1.